From a dataset of the Open Reaction Database (ORD), a public repository of structured organic reaction records. describe an organic reaction: reactants, conditions, products, and yield Starting materials: C(#N)CC1CCN(CC1)C=O (4(cyanomethyl)-1-piperidinecarboxaldehyde), C1(=CC=C(C=C1)S(=O)(=O)O)C.NCC(C)(C)N (1,2-diamino-2-methylpropane mono-p-toluenesulfonate), [O-]CC.[Na+] (sodium ethoxide). Solvent: C(C)O (ethanol). Run at temperature 185 celsius. Yields the product CC1(CN=C(N1)CC1CCNCC1)C (4-[(4,5-dihydro-5,5-dimethyl-1H-imidazol-2-yl)methyl]-piperidine). Isolated yield 69.0%. As a reaction SMILES: [C:1]([CH2:3][CH:4]1[CH2:9][CH2:8][N:7](C=O)[CH2:6][CH2:5]1)#[N:2].C1(C)C=CC(S(O)(=O)=O)=CC=1.[NH2:23][CH2:24][C:25](N)([CH3:27])[CH3:26].[O-]CC.[Na+]>C(O)C>[CH3:26][C:25]1([CH3:27])[NH:2][C:1]([CH2:3][CH:4]2[CH2:5][CH2:6][NH:7][CH2:8][CH2:9]2)=[N:23][CH2:24]1 |f:1.2,3.4|. Reported procedure: A mixture containing 4(cyanomethyl)-1-piperidinecarboxaldehyde (3.5 g, 0.023M) and 1,2-diamino-2-methylpropane mono-p-toluenesulfonate (12.4 g, 0.047M) was heated at 185° C. under nitrogen for 5 hrs. The reaction mixture was dissolved in ethanol (20 ml), basified with sodium ethoxide (0.052M), filtered and stripped to dryness. The residue was distilled at 150° C. to about 185° C., 0.02 mmHg, to give (3.1 g, 63%) 4-[(4,5-dihydro-5,5-dimethyl-1H-imidazol-2-yl)methyl]-piperidine. Starting materials: ClC=1C=C(C=CC1)[C@H]1C[C@@H](C(N([C@@H]1C1=CC=C(C=C1)Cl)CC1CC1)=O)CC(=O)NN (2-((3R,5R,6S)-5-(3-Chlorophenyl)-6-(4-chlorophenyl)-1-(cyclopropylmethyl)-2-oxopiperidin-3-yl)acetohydrazide), Cl.C(OCC)=N (ethyl formimidate hydrochloride). The solvent is C1(=CC=CC=C1)C (toluene). Product: O1C(=NN=C1)C[C@@H]1C(N([C@@H]([C@H](C1)C1=CC(=CC=C1)Cl)C1=CC=C(C=C1)Cl)CC1CC1)=O ((3R,5R,6S)-3-((1,3,4-oxadiazol-2-yl)methyl)-5-(3-chlorophenyl)-6-(4-chlorophenyl)-1-(cyclopropylmethyl)piperidin-2-one). RXN SMILES: [Cl:1][C:2]1[CH:3]=[C:4]([C@@H:8]2[C@@H:13]([C:14]3[CH:19]=[CH:18][C:17]([Cl:20])=[CH:16][CH:15]=3)[N:12]([CH2:21][CH:22]3[CH2:24][CH2:23]3)[C:11](=[O:25])[C@@H:10]([CH2:26][C:27]([NH:29][NH2:30])=[O:28])[CH2:9]2)[CH:5]=[CH:6][CH:7]=1.Cl.[CH:32](=N)OCC>C1(C)C=CC=CC=1>[O:28]1[CH:32]=[N:30][N:29]=[C:27]1[CH2:26][C@H:10]1[CH2:9][C@H:8]([C:4]2[CH:5]=[CH:6][CH:7]=[C:2]([Cl:1])[CH:3]=2)[C@@H:13]([C:14]2[CH:19]=[CH:18][C:17]([Cl:20])=[CH:16][CH:15]=2)[N:12]([CH2:21][CH:22]2[CH2:23][CH2:24]2)[C:11]1=[O:25] |f:1.2|. Procedure: To a solution of 20 mg (45 μmol) of 2-((3R,5R,6S)-5-(3-chlorophenyl)-6-(4-chlorophenyl)-1-(cyclopropylmethyl)-2-oxopiperidin-3-yl)acetohydrazide (Example 51) in 0.2 mL of toluene was added ethyl formimidate hydrochloride (6.4 mg, 58 μmol). The reaction mixture was heated to reflux for 14 h and then the reaction was concentrated under reduced pressure. Separation by reversed phase HPLC (10 to 90% AcCN/H2O in 40 min) provided the title compound as a colorless film. The reactants are BrC1=CC=C(C=C1)C=1C(=CC(NN1)=O)C (6-(p-bromophenyl)-5-methyl-3(2H)-pyridazinone), P(=O)(Cl)(Cl)Cl (phosphorus oxychloride), P(=O)(Cl)(Cl)Cl (phosphorus oxychloride). Yields the product BrC1=CC=C(C=C1)C1=C(C=C(N=N1)Cl)C (6-(p-bromophenyl)-5-methyl-3-chloropyridazine). RXN SMILES: [Br:1][C:2]1[CH:7]=[CH:6][C:5]([C:8]2[C:9]([CH3:15])=[CH:10][C:11](=O)[NH:12][N:13]=2)=[CH:4][CH:3]=1.P(Cl)(Cl)([Cl:18])=O>>[Br:1][C:2]1[CH:7]=[CH:6][C:5]([C:8]2[N:13]=[N:12][C:11]([Cl:18])=[CH:10][C:9]=2[CH3:15])=[CH:4][CH:3]=1. Procedure: A 2.0 g. portion of 6-(p-bromophenyl)-5-methyl-3(2H)-pyridazinone and 20 ml. of phosphorus oxychloride are heated on a steam bath for 3 hours. The reaction mixture is poured slowly into crushed ice. The excess phosphorus oxychloride is decomposed. The solid which forms is recovered by filtration, washed with water, dried and recrystallized twice from chloroform, yielding 6-(p-bromophenyl)-5-methyl-3-chloropyridazine, m.p. 197°-200° C. The reactants are C(C)OCC=1N(C2=C(C=NC=3C=CC=CC23)N1)CCOCCNC(OC(C)(C)C)=O (tert-butyl 2-{2-[2-(ethoxymethyl)-1H-imidazo[4,5-c]quinolin-1-yl]ethoxy}ethylcarbamate), ClC=1C=C(C(=O)OO)C=CC1 (3-chloroperoxybenzoic acid), O (water). Solvent: C(Cl)(Cl)Cl (CHCl3), C(Cl)(Cl)Cl (CHCl3). Reaction conditions: time 1.5 hour. The product is C(C)OCC=1N(C2=C(C=[N+](C=3C=CC=CC23)[O-])N1)CCOCCNC(OC(C)(C)C)=O (tert-butyl 2-{2-[2-(ethoxymethyl)-5-oxido-1H-imidazo[4,5-c]quinolin-1-yl]ethoxy}ethylcarbamate). Isolated yield 100.0%. RXN SMILES: [CH2:1]([O:3][CH2:4][C:5]1[N:6]([CH2:18][CH2:19][O:20][CH2:21][CH2:22][NH:23][C:24](=[O:30])[O:25][C:26]([CH3:29])([CH3:28])[CH3:27])[C:7]2[C:16]3[CH:15]=[CH:14][CH:13]=[CH:12][C:11]=3[N:10]=[CH:9][C:8]=2[N:17]=1)[CH3:2].ClC1C=C(C=CC=1)C(OO)=[O:36].O>C(Cl)(Cl)Cl>[CH2:1]([O:3][CH2:4][C:5]1[N:6]([CH2:18][CH2:19][O:20][CH2:21][CH2:22][NH:23][C:24](=[O:30])[O:25][C:26]([CH3:29])([CH3:28])[CH3:27])[C:7]2[C:16]3[CH:15]=[CH:14][CH:13]=[CH:12][C:11]=3[N+:10]([O-:36])=[CH:9][C:8]=2[N:17]=1)[CH3:2]. Procedure: A solution of tert-butyl 2-{2-[2-(ethoxymethyl)-1H-imidazo[4,5-c]quinolin-1-yl]ethoxy}ethylcarbamate (15.47 g, 37.3 mmol) in 150 mL of CHCl3 was treated with 3-chloroperoxybenzoic acid (MCPBA, 70%, 15.12 g, 61.3 mmol). After stirring for 1.5 h, the reaction mixture was treated with water (100 mL) and CHCl3 (50 mL) and the layers were separated. The organic portion was washed with 2% Na2CO3 solution (2×), H2O and brine then dried over Na2SO4 and concentrated to give 16.06 g of tert-butyl 2-{2-[2-...